This data is from the Open Reaction Database (ORD), a public repository of structured organic reaction records. The task is: describe an organic reaction: reactants, conditions, products, and yield The reactants are C(C)(C)(C)OC(=O)N1CCC2=C(N(N=C2CC1)C(C)C)OS(=O)(=O)C(F)(F)F (2-isopropyl-3-trifluoromethanesulfonyloxy-4,5,7,8-tetrahydro-2H-1,2,6-triaza-azulene-6-carboxylic acid tert-butyl ester), [N+](=O)([O-])C1=CC=C(C=C1)B(O)O (4-nitrophenylboronic acid). The product is C(C)(C)N1N=C2CCNCCC2=C1C1=CC=C(C=C1)[N+](=O)[O-] (2-Isopropyl-3-(4-nitro-phenyl)-2,4,5,6,7,8-hexahydro-1,2,6-triaza-azulene). The yield is 17.7%. RXN SMILES: C(OC([N:8]1[CH2:17][CH2:16][C:15]2[C:11](=[C:12](OS(C(F)(F)F)(=O)=O)[N:13]([CH:18]([CH3:20])[CH3:19])[N:14]=2)[CH2:10][CH2:9]1)=O)(C)(C)C.[N+:29]([C:32]1[CH:37]=[CH:36][C:35](B(O)O)=[CH:34][CH:33]=1)([O-:31])=[O:30]>>[CH:18]([N:13]1[C:12]([C:35]2[CH:36]=[CH:37][C:32]([N+:29]([O-:31])=[O:30])=[CH:33][CH:34]=2)=[C:11]2[C:15]([CH2:16][CH2:17][NH:8][CH2:9][CH2:10]2)=[N:14]1)([CH3:19])[CH3:20]. Procedure: The title compound (34 mg) was prepared according to Example 189 using 274 mg of 2-isopropyl-3-trifluoromethanesulfonyloxy-4,5,7,8-tetrahydro-2H-1,2,6-triaza-azulene-6-carboxylic acid tert-butyl ester (Example 189, Step A) and 321 mg of 4-nitrophenylboronic acid. MS (ESI): exact mass calculated for C16H20N4O2, 300.16. found, m/z 301.4 [M+H]+. 1H NMR (500 MHz, CD3OD): 8.42-8.40 (m, 2H), 7.62-7.60 (m, 2H), 4.37 (m, 1H), 3.43-3.41 (m, 2H), 3.21-3.18 (m, 2H), 2.82-2.79 (m, 2H), 1.41 (d, J=8.2 Hz, 6H... The reactants are ClCCl, CC(C=Cc1c(C)sc(C)c1C)=C(F)CO. Product: CC(C=Cc1c(C)sc(C)c1C)=C(F)C=O. Reaction SMILES: [CH2:17]([Cl:18])[Cl:19].[F:1][C:2]([CH2:3][OH:4])=[C:5]([CH:6]=[CH:7][c:8]1[c:9]([CH3:15])[s:10][c:11]([CH3:14])[c:12]1[CH3:13])[CH3:16]>>[F:1][C:2]([CH:3]=[O:4])=[C:5]([CH:6]=[CH:7][c:8]1[c:9]([CH3:15])[s:10][c:11]([CH3:14])[c:12]1[CH3:13])[CH3:16]. Yields the product [N+](=O)([O-])C=1SC=C(C1)C(=O)OCC=C (Allyl 2-nitro-4-thiophenecarboxylate). Solvent: O (water), CN(C)C=O (DMF). RXN SMILES: [N+:1]([C:4]1[S:5][CH:6]=[C:7]([C:9]([OH:11])=[O:10])[CH:8]=1)([O-:3])=[O:2].C(=O)([O-])[O-].[K+].[K+].[CH2:18](Br)[CH:19]=[CH2:20]>CN(C=O)C.O>[N+:1]([C:4]1[S:5][CH:6]=[C:7]([C:9]([O:11][CH2:20][CH:19]=[CH2:18])=[O:10])[CH:8]=1)([O-:3])=[O:2] |f:1.2.3|. Procedure: 2-Nitro-4-thiophenecarboxylic acid (2.5 g, 14.45 mmol) was suspended in DMF (25 ml) in the presence of potassium carbonate (4 g, 28.9 mmol) at ambient temperature. Allyl bromide (5 ml, 57.8 mmol) was added to this solution and the mixture stirred at ambient temperature overnight. The mixture was diluted with water and extracted with ethyl acetate. After concentration, the residue was purified by silica gel chromatography using ethyl acetate/petroleum ether as eluant (10:30) to give the title com... Isolated yield 79.5%. Reaction conditions: time 8 hour. Starting materials: [N+](=O)([O-])C=1SC=C(C1)C(=O)O (2-Nitro-4-thiophenecarboxylic acid), C([O-])([O-])=O.[K+].[K+] (potassium carbonate), C(C=C)Br (Allyl bromide). Reactants: CN(C)C(=O)N(C)C, CO, I, Nc1ccccc1N1CCOCC1, O=P(Cl)(Cl)Cl, c1ccccc1. Yields the product CN(C)C(=Nc1ccccc1N1CCOCC1)N(C)C, I. As a reaction SMILES: [CH3:1][N:2]([C:3]([N:4]([CH3:5])[CH3:6])=[O:7])[CH3:8].[CH3:34][OH:35].[IH:27].[NH2:9][c:10]1[c:11]([N:16]2[CH2:17][CH2:18][O:19][CH2:20][CH2:21]2)[cH:12][cH:13][cH:14][cH:15]1.[P:22]([Cl:23])([Cl:24])([Cl:25])=[O:26].[cH:28]1[cH:29][cH:30][cH:31][cH:32][cH:33]1>>[CH3:1][N:2]([C:3]([N:4]([CH3:5])[CH3:6])=[N:9][c:10]1[c:11]([N:16]2[CH2:17][CH2:18][O:19][CH2:20][CH2:21]2)[cH:12][cH:13][cH:14][cH:15]1)[CH3:8].[IH:27]. Reactants: NC1=C(C=CC(=C1)OC)C(CCl)=O (1-(2-amino-4-methoxyphenyl)-2-chloroethanone), C(C)(=O)O (acetic acid). Yields the product ClCC(=O)C1=C(C=C(C=C1)OC)NC(C)=O (N-[2-(2-chloro-acetyl)-5-methoxy-phenyl]-acetamide). Isolated yield 100.0%. Reaction SMILES: [NH2:1][C:2]1[CH:7]=[C:6]([O:8][CH3:9])[CH:5]=[CH:4][C:3]=1[C:10](=[O:13])[CH2:11][Cl:12].[C:14](O)(=[O:16])[CH3:15]>>[Cl:12][CH2:11][C:10]([C:3]1[CH:4]=[CH:5][C:6]([O:8][CH3:9])=[CH:7][C:2]=1[NH:1][C:14](=[O:16])[CH3:15])=[O:13]. Reported procedure: A solution of 1-(2-amino-4-methoxyphenyl)-2-chloroethanone (9.93 g, 49.74 mmol) (Example 10) in acetic acid (100 mL) was heated at 85° C. for 4 h. The solvent was evaporated under reduced pressure to yield a yellow solid (12.00 g, 100%). LC/MS m/z 242 (M+H)+; 1H NMR (400 MHz, DMSO-d6) δ 11.77 (s, 1H), 8.45 (d, 1H), 7.73 (d, 1H), 6.63 (dd, 1H), 4.71 (s, 2H), 3.89 (s, 3H), 2.25 (s, 3H). Starting materials: FC=1C=C(C(=N)N)C=C(C1)F (3,5-difluorobenzamidine), ClC1=C(C=C(C#N)C#N)C=CC(=C1)Cl (2-(2,4-dichloro-benzylidene)-malononitrile). Yields the product NCC=1C(=NC(=NC1C1=C(C=C(C=C1)Cl)Cl)C1=CC(=CC(=C1)F)F)N (5-Aminomethyl-6-(2,4-dichloro-phenyl)-2-(3,5-difluoro-phenyl)-pyrimidin-4-ylamine). RXN SMILES: [F:1][C:2]1[CH:3]=[C:4]([CH:8]=[C:9]([F:11])[CH:10]=1)[C:5]([NH2:7])=[NH:6].[Cl:12][C:13]1[CH:24]=[C:23]([Cl:25])[CH:22]=[CH:21][C:14]=1[CH:15]=[C:16]([C:19]#[N:20])[C:17]#[N:18]>>[NH2:20][CH2:19][C:16]1[C:17]([NH2:18])=[N:6][C:5]([C:4]2[CH:3]=[C:2]([F:1])[CH:10]=[C:9]([F:11])[CH:8]=2)=[N:7][C:15]=1[C:14]1[CH:21]=[CH:22][C:23]([Cl:25])=[CH:24][C:13]=1[Cl:12]. Procedure: The title compound, MS: m/e=380.9 (M+H+), was prepared from 3,5-difluorobenzamidine and 2-(2,4-dichloro-benzylidene)-malononitrile in analogy to the process described in Example 11 as a solid. The reactants are CC12CCC(OC(=O)Oc3ccc([N+](=O)[O-])cc3)CC1CCC1C2CCC2(C)C(c3ccc(=O)oc3)CCC12O, ClCCl, NCCN1CCOCC1. As a reaction SMILES: [C:1]([O:2][CH:3]1[CH2:4][CH2:5][C:6]2([CH3:29])[CH:7]3[CH2:8][CH2:9][C:10]4([CH3:28])[CH:11]([c:21]5[cH:22][cH:23][c:24](=[O:27])[o:25][cH:26]5)[CH2:12][CH2:13][C:14]4([OH:20])[CH:15]3[CH2:16][CH2:17][CH:18]2[CH2:19]1)([O:30][c:31]1[cH:32][cH:33][c:34]([N+:35]([O-:36])=[O:37])[cH:38][cH:39]1)=[O:40].[Cl:50][CH2:51][Cl:52].[O:41]1[CH2:42][CH2:43][N:44]([CH2:47][CH2:48][NH2:49])[CH2:45][CH2:46]1>>[C:1]([O:2][CH:3]1[CH2:4][CH2:5][C:6]2([CH3:29])[CH:7]3[CH2:8][CH2:9][C:10]4([CH3:28])[CH:11]([c:21]5[cH:22][cH:23][c:24](=[O:27])[o:25][cH:26]5)[CH2:12][CH2:13][C:14]4([OH:20])[CH:15]3[CH2:16][CH2:17][CH:18]2[CH2:19]1)(=[O:40])[NH:49][CH2:48][CH2:47][N:44]1[CH2:43][CH2:42][O:41][CH2:46][CH2:45]1. Yields the product CC12CCC(OC(=O)NCCN3CCOCC3)CC1CCC1C2CCC2(C)C(c3ccc(=O)oc3)CCC12O.